The task is: describe an organic reaction: reactants, conditions, products, and yield. This data is from the Open Reaction Database (ORD), a public repository of structured organic reaction records. Starting materials: [N+](=O)([O-])C=1N=CNC1 (4-nitroimidazole), COC(C=C(C)C)=O (methyl-3,3-dimethylacrylate). The product is COC(CC(C)(N1C=NC(=C1)[N+](=O)[O-])C)=O (3-Methyl-3-(4-nitro-imidazol-1-yl)-butyric acid methyl ester). As a reaction SMILES: [N+:1]([C:4]1[N:5]=[CH:6][NH:7][CH:8]=1)([O-:3])=[O:2].[CH3:9][O:10][C:11](=[O:16])[CH:12]=[C:13]([CH3:15])[CH3:14]>>[CH3:9][O:10][C:11](=[O:16])[CH2:12][C:13]([CH3:15])([N:7]1[CH:8]=[C:4]([N+:1]([O-:3])=[O:2])[N:5]=[CH:6]1)[CH3:14]. Procedure details: 4-nitroimidazole was reacted with methyl-3,3-dimethylacrylate to provide the title compound: 1H NMR (400 MHz, CDCl3) 1.74 (s, 6H), 2.81 (s, 2H), 3.57 (s, 3H), 7.57 (d, 1H, J=1.3 Hz), 7.90 (d, 1H, J=1.6 Hz); MS m/z 228.2 (M+1).